Dataset: the Open Reaction Database (ORD), a public repository of structured organic reaction records. Task: describe an organic reaction: reactants, conditions, products, and yield Starting materials: BrC=1N=CC(=NC1)N (5-bromopyrazin-2-amine), C1(CC1)B1OC(C(O1)(C)C)(C)C (2-cyclopropyl-4,4,5,5-tetramethyl-1,3,2-dioxaborolane), CC(C)(C)[O-].[K+] (KOt-Bu), O1CCOCC1 (1,4-dioxane). The reagents and catalysts are C=1C=CC(=CC1)[P](C=2C=CC=CC2)(C=3C=CC=CC3)[Pd]([P](C=4C=CC=CC4)(C=5C=CC=CC5)C=6C=CC=CC6)([P](C=7C=CC=CC7)(C=8C=CC=CC8)C=9C=CC=CC9)[P](C=1C=CC=CC1)(C=1C=CC=CC1)C=1C=CC=CC1 (Palladium tetrakis). The solvent is O (water). Reaction conditions: temperature 150 celsius. Yields the product C1(CC1)C=1N=CC(=NC1)N (5-cyclopropylpyrazin-2-amine). As a reaction SMILES: Br[C:2]1[N:3]=[CH:4][C:5]([NH2:8])=[N:6][CH:7]=1.[CH:9]1(B2OC(C)(C)C(C)(C)O2)[CH2:11][CH2:10]1.CC([O-])(C)C.[K+].O1CCOCC1>C1C=CC([P]([Pd]([P](C2C=CC=CC=2)(C2C=CC=CC=2)C2C=CC=CC=2)([P](C2C=CC=CC=2)(C2C=CC=CC=2)C2C=CC=CC=2)[P](C2C=CC=CC=2)(C2C=CC=CC=2)C2C=CC=CC=2)(C2C=CC=CC=2)C2C=CC=CC=2)=CC=1.O>[CH:9]1([C:2]2[N:3]=[CH:4][C:5]([NH2:8])=[N:6][CH:7]=2)[CH2:11][CH2:10]1 |f:2.3,^1:36,38,57,76|. Procedure details: To a microwave vial was charged with 5-bromopyrazin-2-amine (400 mg. 2.3 mmol), 2-cyclopropyl-4,4,5,5-tetramethyl-1,3,2-dioxaborolane (1.16 g, 6.9 mmol), KOt-Bu (1M in t-BuOH, 9.2 mL), 1,4-dioxane (10 mL), and water (0.10 mL), and the mixture was purged with Argon, followed by addition of Palladium tetrakis (266 mg, 0.23 mmol) and final Argon purge, then the mixture was sealed and heated at 150° C. via microwave reactor for 20 min. To the reaction mixture was added 2nd portion of PalladiumTetrak... Starting materials: C=CCC (1-butene), C1C=CC2C1C3CC2C=C3 (dicyclopentadiene), C=CCC (1-butene). Conditions: time 25 hour. Yields the product C(C)C1C2C=CC(C1)C2 (5-ethyl-2-norbornene). Isolated yield 53.0%. As a reaction SMILES: C=CCC.[CH2:5]1[CH:9]2[CH:10]3[CH:14]=[CH:13][CH:12]([CH:8]2C=[CH:6]1)[CH2:11]3>>[CH2:5]([CH:9]1[CH2:8][CH:12]2[CH2:11][CH:10]1[CH:14]=[CH:13]2)[CH3:6]. Reported procedure: In a 1000-ml stainless steel magnetic stirrer type autoclave in which the atmosphere had been replaced with nitrogen, 162 g of 1-butene and 198 g of dicyclopentadiene were placed, and the reaction was carried out at 170° C. for 25 hours. After the completion of the reaction, unreacted 1-butene was collected by a trap in a bath including dry ice and methanol. Afterward, the resultant reaction liquid was subjected to a vacuum distillation in order to recover 52 g of unreacted dicyclopentadiene and... Yields the product COC(=O)c1ccc(NC(=O)c2cc(OCC(C)C)c3cc(C)oc3c2)nc1. As a reaction SMILES: [CH3:7][c:8]1[o:9][c:10]2[c:11]([cH:12]1)[c:13]([O:20][CH2:21][CH:22]([CH3:23])[CH3:24])[cH:14][c:15]([C:17](=[O:18])[OH:19])[cH:16]2.[Cl:1][C:2]([C:3]([Cl:4])=[O:5])=[O:6].[Cl:36][CH2:37][Cl:38].[NH2:25][c:26]1[n:27][cH:28][c:29]([C:32](=[O:33])[O:34][CH3:35])[cH:30][cH:31]1>>[CH3:7][c:8]1[o:9][c:10]2[c:11]([cH:12]1)[c:13]([O:20][CH2:21][CH:22]([CH3:23])[CH3:24])[cH:14][c:15]([C:17](=[O:19])[NH:25][c:26]1[n:27][cH:28][c:29]([C:32](=[O:33])[O:34][CH3:35])[cH:30][cH:31]1)[cH:16]2. The reactants are Cc1cc2c(OCC(C)C)cc(C(=O)O)cc2o1, O=C(Cl)C(=O)Cl, ClCCl, COC(=O)c1ccc(N)nc1. Run at temperature 0 celsius, time 60 minute. Reactants: C1CCC2=NCCCN2CC1 (DBU), C(C)(C)S(=O)(=O)Cl (isopropylsulfonyl chloride), C1(=CC=C(C=C1)[C@@H]1[C@@H](CCC1)N)C ((+,−) cis-2-p-tolyl-cyclopentylamine). Run in C(Cl)Cl (methylene chloride), C(Cl)Cl (methylene chloride). Procedure details: A 100 mL round bottom flask equipped with a magnetic stirrer is charged with (+,−) cis-2-p-tolyl-cyclopentylamine (313 mg, 1.79 mmol, from preparation 9), methylene chloride (5.0 mL) and the solution cooled to 0° C. DBU (0.32 mL, 2.14 mmol) and isopropylsulfonyl chloride (0.24 mL, 2.14 mmol) were added. The reaction was then stirred at 0° C. for 60.0 minutes and brought to room temperature with stirring overnight. The reaction was diluted with methylene chloride and washed with aqueous ammonium ... Reaction SMILES: [C:1]1([CH3:13])[CH:6]=[CH:5][C:4]([C@H:7]2[CH2:11][CH2:10][CH2:9][C@H:8]2[NH2:12])=[CH:3][CH:2]=1.C1CCN2C(=NCCC2)CC1.[CH:25]([S:28](Cl)(=[O:30])=[O:29])([CH3:27])[CH3:26]>C(Cl)Cl>[C:1]1([CH3:13])[CH:2]=[CH:3][C:4]([C@H:7]2[CH2:11][CH2:10][CH2:9][C@H:8]2[NH:12][S:28]([CH:25]([CH3:27])[CH3:26])(=[O:30])=[O:29])=[CH:5][CH:6]=1. Yields the product C1(=CC=C(C=C1)[C@@H]1[C@@H](CCC1)NS(=O)(=O)C(C)C)C ((+,−) Cis-propane-2-sulfonic Acid (2-p-tolyl-cyclopentyl)-amide).